From a dataset of the Open Reaction Database (ORD), a public repository of structured organic reaction records. describe an organic reaction: reactants, conditions, products, and yield Starting materials: COc1ccc(CN2C(=O)CN(Cc3ccc(C(=O)OCc4ccccc4)cc3)S2(=O)=O)c(OC)c1, CCOC(C)=O, CCO, [H][H]. The product is COc1ccc(CN2C(=O)CN(Cc3ccc(C(=O)O)cc3)S2(=O)=O)c(OC)c1. As a reaction SMILES: [CH2:1]([c:2]1[cH:3][cH:4][cH:5][cH:6][cH:7]1)[O:8][C:9]([c:10]1[cH:11][cH:12][c:13]([CH2:16][N:17]2[S:18](=[O:34])(=[O:35])[N:19]([CH2:23][c:24]3[c:25]([O:32][CH3:33])[cH:26][c:27]([O:30][CH3:31])[cH:28][cH:29]3)[C:20](=[O:22])[CH2:21]2)[cH:14][cH:15]1)=[O:36].[CH3:39][CH2:40][O:41][C:42]([CH3:43])=[O:44].[CH3:45][CH2:46][OH:47].[H:37][H:38]>>[O:8]=[C:9]([c:10]1[cH:11][cH:12][c:13]([CH2:16][N:17]2[S:18](=[O:34])(=[O:35])[N:19]([CH2:23][c:24]3[c:25]([O:32][CH3:33])[cH:26][c:27]([O:30][CH3:31])[cH:28][cH:29]3)[C:20](=[O:22])[CH2:21]2)[cH:14][cH:15]1)[OH:36]. Starting materials: CCOC(=O)CCCC(=O)Nc1cc(Oc2ccc(NC(=O)Nc3ccc(F)cc3)cc2)ccn1, CO, CN(C)C=O, Cl, [Na+], [OH-]. The product is O=C(O)CCCC(=O)Nc1cc(Oc2ccc(NC(=O)Nc3ccc(F)cc3)cc2)ccn1. RXN SMILES: [CH2:1]([CH3:2])[O:3][C:4](=[O:5])[CH2:6][CH2:7][CH2:8][C:9](=[O:10])[NH:11][c:12]1[n:13][cH:14][cH:15][c:16]([O:18][c:19]2[cH:20][cH:21][c:22]([NH:25][C:26](=[O:27])[NH:28][c:29]3[cH:30][cH:31][c:32]([F:35])[cH:33][cH:34]3)[cH:23][cH:24]2)[cH:17]1.[CH3:38][OH:39].[CH3:41][N:42]([CH3:43])[CH:44]=[O:45].[ClH:40].[Na+:37].[OH-:36]>>[O:3]=[C:4]([OH:5])[CH2:6][CH2:7][CH2:8][C:9](=[O:10])[NH:11][c:12]1[n:13][cH:14][cH:15][c:16]([O:18][c:19]2[cH:20][cH:21][c:22]([NH:25][C:26](=[O:27])[NH:28][c:29]3[cH:30][cH:31][c:32]([F:35])[cH:33][cH:34]3)[cH:23][cH:24]2)[cH:17]1. The reactants are ClC1=CC(=NC(=C1C#N)O)C (4-chloro-2-hydroxy-6-methylnicotinonitrile), O1CCCC1.CN (methylamine tetrahydrofuran). Run at temperature 90 celsius, time 2 hour. Yields the product OC1=C(C#N)C(=CC(=N1)C)NC (2-hydroxy-6-methyl-4-(methylamino)nicotinonitrile). Yield: 61.0%. RXN SMILES: Cl[C:2]1[C:7]([C:8]#[N:9])=[C:6]([OH:10])[N:5]=[C:4]([CH3:11])[CH:3]=1.O1CCCC1.[CH3:17][NH2:18]>>[OH:10][C:6]1[N:5]=[C:4]([CH3:11])[CH:3]=[C:2]([NH:18][CH3:17])[C:7]=1[C:8]#[N:9] |f:1.2|. Procedure details: To a pressure vessel were added 4-chloro-2-hydroxy-6-methylnicotinonitrile (337 mg, 2.0 mmol), methylamine tetrahydrofuran solution (2 mol/L, 15 mL), and magnetic stirrer. The pressure vessel was sealed, and it was stirred at 90° C. for 2 hours. After being cooled to room temperature, the vessel was opened, and the reaction solution was transferred to an eggplant-shaped bottle. The solvent and excess methylamine were removed by rotary evaporation. The residue was purified by silica gel column ch...